describe an organic reaction: reactants, conditions, products, and yield From a dataset of the Open Reaction Database (ORD), a public repository of structured organic reaction records. Reactants: COCCN1CC(C(=O)OC)N(S(=O)(=O)c2ccc(OC)cc2)Cc2ccccc21, [Na+], C1CCOC1, [OH-]. Product: COCCN1CC(C(=O)O)N(S(=O)(=O)c2ccc(OC)cc2)Cc2ccccc21. RXN SMILES: [CH3:1][O:2][c:3]1[cH:4][cH:5][c:6]([S:9](=[O:10])(=[O:11])[N:12]2[CH:13]([C:27](=[O:28])[O:29][CH3:30])[CH2:14][N:15]([CH2:23][CH2:24][O:25][CH3:26])[c:16]3[c:17]([cH:19][cH:20][cH:21][cH:22]3)[CH2:18]2)[cH:7][cH:8]1.[Na+:32].[O:33]1[CH2:34][CH2:35][CH2:36][CH2:37]1.[OH-:31]>>[CH3:1][O:2][c:3]1[cH:4][cH:5][c:6]([S:9](=[O:10])(=[O:11])[N:12]2[CH:13]([C:27](=[O:28])[OH:29])[CH2:14][N:15]([CH2:23][CH2:24][O:25][CH3:26])[c:16]3[c:17]([cH:19][cH:20][cH:21][cH:22]3)[CH2:18]2)[cH:7][cH:8]1. Starting materials: C(C)(C)(C)OC([C@H](CNC(C1=CC=C(C=C1)CCC(=O)OC)=O)NS(=O)(=O)C1=CC=C(C=C1)NC(C)=O)=O ((2S)-2-(4-acetylamino-benzenesulfonylamino)-3-(4-(2-methoxycarbonyl-ethyl)-benzoylamino)-propionic acid tert-butyl ester), NC=1NCCCN1 (2-amino-1,4,5,6-tetrahydropyrimidine). Solvent: CN(C=O)C (dimethylformamide). Run at time 20 hour. The product is C(C)(C)(C)OC([C@H](CNC(C1=CC=C(C=C1)CCC(NC=1NCCCN1)=O)=O)NS(=O)(=O)C1=CC=C(C=C1)NC(C)=O)=O ((2S)-2-(4-Acetylamino-benzenesulfonylamino)-3-(4-(2-(1,4,5,6-tetrahydropyrimidin-2-ylcarbamoyl)-ethyl)-benzoylamino)-propionic acid tert-butyl ester). RXN SMILES: [C:1]([O:5][C:6](=[O:38])[C@@H:7]([NH:24][S:25]([C:28]1[CH:33]=[CH:32][C:31]([NH:34][C:35](=[O:37])[CH3:36])=[CH:30][CH:29]=1)(=[O:27])=[O:26])[CH2:8][NH:9][C:10](=[O:23])[C:11]1[CH:16]=[CH:15][C:14]([CH2:17][CH2:18][C:19]([O:21]C)=O)=[CH:13][CH:12]=1)([CH3:4])([CH3:3])[CH3:2].[NH2:39][C:40]1[NH:41][CH2:42][CH2:43][CH2:44][N:45]=1>CN(C)C=O>[C:1]([O:5][C:6](=[O:38])[C@@H:7]([NH:24][S:25]([C:28]1[CH:29]=[CH:30][C:31]([NH:34][C:35](=[O:37])[CH3:36])=[CH:32][CH:33]=1)(=[O:26])=[O:27])[CH2:8][NH:9][C:10](=[O:23])[C:11]1[CH:16]=[CH:15][C:14]([CH2:17][CH2:18][C:19](=[O:21])[NH:39][C:40]2[NH:45][CH2:44][CH2:43][CH2:42][N:41]=2)=[CH:13][CH:12]=1)([CH3:4])([CH3:2])[CH3:3]. Reported procedure: 87 mg (0.16 mmol) of (2S)-2-(4-acetylamino-benzenesulfonylamino)-3-(4-(2-methoxycarbonyl-ethyl)-benzoylamino)-propionic acid tert-butyl ester was dissolved in 1 ml of dimethylformamide and 79 mg (0.8 mmol) of 2-amino-1,4,5,6-tetrahydropyrimidine was added. The reaction was stirred at room temperature for 20 hours. The solvent was removed in vacuo and the residue was chromatographed on silica gel eluting with dichloromethane/methanol (1/1), followed by dichloromethane/methanol/acetic acid/water (... The reactants are [N+](=O)([O-])C1=C(C=C(C(=O)N2CC=3N(CC4=C2C=CC=C4)C=CC3)C=C1)OC (10,11-dihydro-10-(4-nitro-3-methoxybenzoyl)-5H-pyrrolo[2,1-c][1,4]benzodiazepine), NN (hydrazine). Reagents/catalysts: [Pd] (Pd). The solvent is C(C)O (ethyl alcohol). Yields the product NC1=C(C=C(C(=O)N2CC=3N(CC4=C2C=CC=C4)C=CC3)C=C1)OC (10,11-Dihydro-10-(4-amino-3-methoxybenzoyl)-5H-pyrrolo[2,1-c][1,4]benzodiazepine). The yield is 67.3%. RXN SMILES: [N+:1]([C:4]1[CH:25]=[CH:24][C:7]([C:8]([N:10]2[C:16]3[CH:17]=[CH:18][CH:19]=[CH:20][C:15]=3[CH2:14][N:13]3[CH:21]=[CH:22][CH:23]=[C:12]3[CH2:11]2)=[O:9])=[CH:6][C:5]=1[O:26][CH3:27])([O-])=O.NN>C(O)C.[Pd]>[NH2:1][C:4]1[CH:25]=[CH:24][C:7]([C:8]([N:10]2[C:16]3[CH:17]=[CH:18][CH:19]=[CH:20][C:15]=3[CH2:14][N:13]3[CH:21]=[CH:22][CH:23]=[C:12]3[CH2:11]2)=[O:9])=[CH:6][C:5]=1[O:26][CH3:27]. Reported procedure: A mixture of 3.24 g of 10,11-dihydro-10-(4-nitro-3-methoxybenzoyl)-5H-pyrrolo[2,1-c][1,4]benzodiazepine, 0.35 g of 10% Pd/c and 0.60 g of anhydrous hydrazine in 100 ml of absolute ethyl alcohol and heated on a steam bath for 1 hour. The hot reaction mixture is filtered through diatomaceous earth and the filtrate evaporated in vacuo to a residue which is partitioned between methylene chloride and water. The organic layer is dried with Na2SO4 and passed through a short pad of hydrous magnesium sil...